This data is from the Open Reaction Database (ORD), a public repository of structured organic reaction records. The task is: describe an organic reaction: reactants, conditions, products, and yield Starting materials: N(=O)[O-].[Na+] (sodium nitrite), NC=1C(=C(C(=O)OCC)C=CC1Cl)C (ethyl 3-amino-4-chloro-2-methylbenzoate), diazonium, Br (hydrobromic acid), C(C)(=O)OCC (ethyl acetate). Reagents/catalysts: [Cu]Br (copper (I) bromide). Run in S(O)(O)(=O)=O (sulphuric acid), C(C)(=O)O (acetic acid), O (water), O (water). Reaction conditions: temperature 5 celsius, time 1 hour. Product: BrC=1C(=C(C(=O)OCC)C=CC1Cl)C (ethyl 3-bromo-4-chloro-2-methylbenzoate). Reaction SMILES: N([O-])=O.[Na+].N[C:6]1[C:7]([CH3:18])=[C:8]([CH:14]=[CH:15][C:16]=1[Cl:17])[C:9]([O:11][CH2:12][CH3:13])=[O:10].C(OCC)(=O)C.[BrH:25]>S(=O)(=O)(O)O.C(O)(=O)C.O.[Cu]Br>[Br:25][C:6]1[C:7]([CH3:18])=[C:8]([CH:14]=[CH:15][C:16]=1[Cl:17])[C:9]([O:11][CH2:12][CH3:13])=[O:10] |f:0.1|. Procedure: A solution of sodium nitrite (13 g) in concentrated sulphuric acid was added during 0.5 hours to a solution of ethyl 3-amino-4-chloro-2-methylbenzoate (22.4 g) in acetic acid, keeping the temperature below 15° C. After stirring for a further 1 hour at 5° C., the resulting diazonium mixture was added during 0.75 hours to a solution of copper (I) bromide (31 g) in hydrobromic acid (45%, 103 ml) and water. Heating to 40° C. was continued for a further 2 hours before addition of water and extraction... The reactants are O=C(NC(=O)c1ccccc1)NC1CCNCC1, C=O, Cc1cc2ccccc2[nH]1, CC(=O)O, O. Product: Cc1[nH]c2ccccc2c1CN1CCC(NC(=O)NC(=O)c2ccccc2)CC1. As a reaction SMILES: [C:3]([c:4]1[cH:5][cH:6][cH:7][cH:8][cH:9]1)(=[O:10])[NH:11][C:12]([NH:13][CH:14]1[CH2:15][CH2:16][NH:17][CH2:18][CH2:19]1)=[O:20].[CH2:1]=[O:2].[CH3:21][c:22]1[nH:23][c:24]2[cH:25][cH:26][cH:27][cH:28][c:29]2[cH:30]1.[CH3:31][C:32](=[O:33])[OH:34].[OH2:35]>>[CH2:1]([N:17]1[CH2:16][CH2:15][CH:14]([NH:13][C:12]([NH:11][C:3]([c:4]2[cH:5][cH:6][cH:7][cH:8][cH:9]2)=[O:10])=[O:20])[CH2:19][CH2:18]1)[c:30]1[c:22]([CH3:21])[nH:23][c:24]2[cH:25][cH:26][cH:27][cH:28][c:29]21. Reactants: B1(N2CCC[C@H]2C(O1)(C3=CC=CC=C3)C4=CC=CC=C4)C ((S)-Methyl-CBS-oxazaborolidine), B.C1CCOC1 (BH3-THF), B.C1CCOC1 (BH3-THF), CN1CCC2=CC(=CC(=C12)Cl)C(CCl)=O (N-Methyl-5-chloroacetyl-7-chloro-indoline). The solvent is C1CCOC1 (THF). Conditions: time 1 hour. Product: CN1CCC2=CC(=CC(=C12)Cl)[C@@H](CCl)O ((S)-N-Methyl-5-(2-chloro-1-hydroxylethyl)-7-chloro-indoline). RXN SMILES: B1(C)OC(C2C=CC=CC=2)(C2C=CC=CC=2)[C@H]2N1CCC2.B.C1COCC1.[CH3:28][N:29]1[C:37]2[C:32](=[CH:33][C:34]([C:39](=[O:42])[CH2:40][Cl:41])=[CH:35][C:36]=2[Cl:38])[CH2:31][CH2:30]1>C1COCC1>[CH3:28][N:29]1[C:37]2[C:32](=[CH:33][C:34]([C@H:39]([OH:42])[CH2:40][Cl:41])=[CH:35][C:36]=2[Cl:38])[CH2:31][CH2:30]1 |f:1.2|. Procedure: To a solution of (S)-Methyl-CBS-oxazaborolidine (1M in toluene, 0.745 mL, 0.745 mmol) and BH3-THF (8 mL, 8 mmol) is added at the same time a solution of BH3-THF (19 mL, 19 mmol) and a solution of N-Methyl-5-chloroacetyl-7-chloro-indoline (37.98 mmol) in 19 mL of THF. Both solutions are added dropwise over 30 minutes. The solution is stirred for 1 hour and quenched with the slow addition of methanol (50 mL). The solution is concentrated and the residue chromatographed over a short silica gel colu... The reactants are CN(N)C (N,N-Dimethylhydrazine), BrC1=CC=CC=C1 (bromobenzene), C=1C=CC(=CC1)P(C=2C=CC=CC2)C3=CC=C4C=CC=CC4=C3C5=C6C=CC=CC6=CC=C5P(C=7C=CC=CC7)C=8C=CC=CC8 (BINAP), O([Li])C(C)(C)C (LiOtBu). The reagents and catalysts are C=1C=CC(=CC1)/C=C/C(=O)/C=C/C2=CC=CC=C2.C=1C=CC(=CC1)/C=C/C(=O)/C=C/C2=CC=CC=C2.C=1C=CC(=CC1)/C=C/C(=O)/C=C/C2=CC=CC=C2.[Pd].[Pd] (Pd2(DBA)3). Run in C1(=CC=CC=C1)C (toluene). Run at temperature 80 celsius. The product is CN(NC1=CC=CC=C1)C (N,N-dimethyl-N′-phenylhydrazine). Yield: 24.0%. As a reaction SMILES: [CH3:1][N:2]([CH3:4])[NH2:3].Br[C:6]1[CH:11]=[CH:10][CH:9]=[CH:8][CH:7]=1.C1C=CC(P(C2C(C3C(P(C4C=CC=CC=4)C4C=CC=CC=4)=CC=C4C=3C=CC=C4)=C3C(C=CC=C3)=CC=2)C2C=CC=CC=2)=CC=1.O(C(C)(C)C)[Li]>C1C=CC(/C=C/C(/C=C/C2C=CC=CC=2)=O)=CC=1.C1C=CC(/C=C/C(/C=C/C2C=CC=CC=2)=O)=CC=1.C1C=CC(/C=C/C(/C=C/C2C=CC=CC=2)=O)=CC=1.[Pd].[Pd].C1(C)C=CC=CC=1>[CH3:1][N:2]([CH3:4])[NH:3][C:6]1[CH:11]=[CH:10][CH:9]=[CH:8][CH:7]=1 |f:4.5.6.7.8|. Reported procedure: N,N-Dimethylhydrazine (2.0 equiv., 1.0 mmol, 0.075 mL), bromobenzene (1 equiv., 0.5 mmol, 0.05 mL), Pd2(DBA)3 (0.025 equiv., 0.0125 mmol, 12 mg), BINAP (0.05 equiv., 0.025 mmol, 16 mg), LiOtBu (1.2 equiv., 0.6 mmol, 48 mg) and toluene (5 mL) were added to an oven dried test tube which was capped with a septum and purged briefly with argon (˜1 min.), and then heated to 80° C. under argon for 18 hours. The reaction was then cooled to room temperature, diluted with Et2O (2 mL), filtered through Cel... Reactants: [Br-], CC(C)(C)n1ncc(S)c(Cl)c1=O, CCCC[N+](CCCC)(CCCC)CCCC, Cc1ccccc1, CC(C)Oc1ccc(CCl)cn1, [Na+], [OH-], O. Yields the product CC(C)Oc1ccc([SH](C)c2cnn(C(C)(C)C)c(=O)c2Cl)cn1. RXN SMILES: [Br-:36].[C:1]([CH3:2])([CH3:3])([CH3:4])[n:5]1[n:6][cH:7][c:8]([SH:13])[c:9]([Cl:12])[c:10]1=[O:11].[CH2:37]([N+:38]([CH2:39][CH2:40][CH2:41][CH3:42])([CH2:43][CH2:44][CH2:45][CH3:46])[CH2:47][CH2:48][CH2:49][CH3:50])[CH2:51][CH2:52][CH3:53].[CH3:29][c:30]1[cH:31][cH:32][cH:33][cH:34][cH:35]1.[Cl:14][CH2:15][c:16]1[cH:17][cH:18][c:19]([O:22][CH:23]([CH3:24])[CH3:25])[n:20][cH:21]1.[Na+:27].[OH-:26].[OH2:28]>>[C:1]([CH3:2])([CH3:3])([CH3:4])[n:5]1[n:6][cH:7][c:8]([SH:13]([c:16]2[cH:17][cH:18][c:19]([O:22][CH:23]([CH3:24])[CH3:25])[n:20][cH:21]2)[CH3:29])[c:9]([Cl:12])[c:10]1=[O:11]. Reactants: ClCCl, CN(C)C=O, O=C(O)c1cccc2cc(Oc3ncnc4[nH]ccc34)ccc12. Yields the product O=C(Cl)c1cccc2cc(Oc3ncnc4[nH]ccc34)ccc12. As a reaction SMILES: [Cl:29][CH2:30][Cl:31].[O:24]=[CH:25][N:26]([CH3:27])[CH3:28].[n:1]1[cH:2][n:3][c:4]([O:10][c:11]2[cH:12][c:13]3[cH:14][cH:15][cH:16][c:17]([C:21](=[O:22])[OH:23])[c:18]3[cH:19][cH:20]2)[c:5]2[c:6]1[nH:7][cH:8][cH:9]2>>[n:1]1[cH:2][n:3][c:4]([O:10][c:11]2[cH:12][c:13]3[cH:14][cH:15][cH:16][c:17]([C:21](=[O:23])[Cl:29])[c:18]3[cH:19][cH:20]2)[c:5]2[c:6]1[nH:7][cH:8][cH:9]2. The reactants are CCO, C[O-], CN1CCC(=O)CC1, C[N+](=O)[O-], [Na+]. Yields the product CN1CCC(O)(C[N+](=O)[O-])CC1. Reaction SMILES: [CH3:16][CH2:17][OH:18].[CH3:5][O-:6].[CH3:8][N:9]1[CH2:10][CH2:11][C:12](=[O:15])[CH2:13][CH2:14]1.[N+:1](=[O:2])([O-:3])[CH3:4].[Na+:7]>>[N+:1](=[O:2])([O-:3])[CH2:4][C:12]1([OH:15])[CH2:11][CH2:10][N:9]([CH3:8])[CH2:14][CH2:13]1. The reactants are CN[C@@H](CC1=CC=C(C=C1)O)C(=O)[O-] (Methyltyrosinate), C1=C(C=CC2=CC=CC=C12)S(=O)(=O)Cl (2-naphthalenesulfonylchloride), Cl (HCl), N1=CC=CC=C1 (pyridine), C[Si](C)(C)Cl (trimethylsilylchloride). Run in C(Cl)Cl (methylene chloride). Run at time 1 hour. The product is COC([C@H](CC1=CC=C(C=C1)O)NS(=O)(=O)C1=CC2=CC=CC=C2C=C1)=O (methyl-(S)-2-(2-naphthalenesulfonylamino)-3-(4-hydroxyphenyl)propionate). Yield: 77.5%. Reaction SMILES: C[NH:2][C@H:3]([C:12]([O-:14])=[O:13])[CH2:4][C:5]1[CH:10]=[CH:9][C:8]([OH:11])=[CH:7][CH:6]=1.N1C=CC=C[CH:16]=1.C[Si](Cl)(C)C.[CH:26]1[C:35]2[C:30](=[CH:31][CH:32]=[CH:33][CH:34]=2)[CH:29]=[CH:28][C:27]=1[S:36](Cl)(=[O:38])=[O:37].Cl>C(Cl)Cl>[CH3:16][O:14][C:12](=[O:13])[C@@H:3]([NH:2][S:36]([C:27]1[CH:28]=[CH:29][C:30]2[C:35](=[CH:34][CH:33]=[CH:32][CH:31]=2)[CH:26]=1)(=[O:38])=[O:37])[CH2:4][C:5]1[CH:10]=[CH:9][C:8]([OH:11])=[CH:7][CH:6]=1. Reported procedure: Methyltyrosinate(1 g, 4.32 mmol) was suspended in 5 ml of methylene chloride, pyridine(1.4 ml, 17.28 mmol) was added thereto, and the reaction mixture was allowed to stand until the mixture became thoroughly transparent. After the reaction solution became transparent, trimethylsilylchloride(1.1 ml, 8.64 mmol) was slowly added thereto at room temperature. After 1 hour, 2-naphthalenesulfonylchloride(1.08 g, 4.75 mmol) was added and the resulting mixture was stirred for 24 hours. To this mixture wa...